Dataset: the Open Reaction Database (ORD), a public repository of structured organic reaction records. Task: describe an organic reaction: reactants, conditions, products, and yield Reactants: COCCOC, NCc1ccc(OC(F)(F)F)cc1, CS(=O)c1nc(N)nc(-c2ccco2)c1C#N. The product is N#Cc1c(NCc2ccc(OC(F)(F)F)cc2)nc(N)nc1-c1ccco1. Reaction SMILES: [CH3:31][O:32][CH2:33][CH2:34][O:35][CH3:36].[F:18][C:19]([O:20][c:21]1[cH:22][cH:23][c:24]([CH2:25][NH2:26])[cH:27][cH:28]1)([F:29])[F:30].[NH2:1][c:2]1[n:3][c:4]([S:15]([CH3:16])=[O:17])[c:5]([C:13]#[N:14])[c:6](-[c:8]2[o:9][cH:10][cH:11][cH:12]2)[n:7]1>>[NH2:1][c:2]1[n:3][c:4]([NH:26][CH2:25][c:24]2[cH:23][cH:22][c:21]([O:20][C:19]([F:18])([F:29])[F:30])[cH:28][cH:27]2)[c:5]([C:13]#[N:14])[c:6](-[c:8]2[o:9][cH:10][cH:11][cH:12]2)[n:7]1. The reactants are [BH4-].[Na+] (NaBH4), ClC=1C=C(C=CC1Cl)C(CC(=O)O)CC(=O)N(C)CC1=C(C=CC=C1)OC (3,4-dichloro-β-[2-[[(2-methoxy-phenyl)methyl]-methylamino]-2-oxoethyl] benzenepropanoic acid), C(=O)(N1C=NC=C1)N1C=NC=C1 (1,1'-carbonyldiimidazole). The reagents and catalysts are CN(C)C=1C=CN=CC1 (DMAP). Run in O (H2O), CCOC(=O)C (EtOAc), CCOC(=O)C (EtOAc). Reaction conditions: time 15 minute. The product is ClC=1C=C(C=CC1Cl)C(CC(=O)N(CC1=C(C=CC=C1)OC)C)CCO (3,4-dichloro-β-(2-hydroxyethyl)-N-methyl-N-[(2-methoxyphenyl) methyl]benzenepropanamide). Isolated yield 96.8%. Reaction SMILES: [Cl:1][C:2]1[CH:3]=[C:4]([CH:9]([CH2:14][C:15]([N:17]([CH2:19][C:20]2[CH:25]=[CH:24][CH:23]=[CH:22][C:21]=2[O:26][CH3:27])[CH3:18])=[O:16])[CH2:10][C:11](O)=[O:12])[CH:5]=[CH:6][C:7]=1[Cl:8].C(N1C=CN=C1)(N1C=CN=C1)=O.[BH4-].[Na+]>CCOC(C)=O.CN(C1C=CN=CC=1)C.O>[Cl:1][C:2]1[CH:3]=[C:4]([CH:9]([CH2:10][CH2:11][OH:12])[CH2:14][C:15]([N:17]([CH3:18])[CH2:19][C:20]2[CH:25]=[CH:24][CH:23]=[CH:22][C:21]=2[O:26][CH3:27])=[O:16])[CH:5]=[CH:6][C:7]=1[Cl:8] |f:2.3|. Procedure: Treat the acid from Step 4 (9.3 g) in EtOAc (100 mL) with 1,1'-carbonyldiimidazole (4.62 g) and DMAP (345 mg), stir the resulting solution at room temperature for 15 min., then heat at 50° C. for 1 h. Cool the reaction mixture to 0° C. and treat with a solution of NaBH4 (3.45 g) in H2O (50 mL), warm slowly to room temperature and stir for 12 h. Dilute the reaction mixture with EtOAc (250 mL) and wash with 1N HCl (1×100 mL) and H2O (1×100 mL), dry over MgSO4, filter and concentrate under reduced ... Reactants: CI, CO, [K+], [OH-], NS(=O)(=O)Cc1ccccc1-c1nnc(S)o1. The product is CSc1nnc(-c2ccccc2CS(N)(=O)=O)o1. RXN SMILES: [CH3:20][I:21].[CH3:22][OH:23].[K+:2].[OH-:1].[SH:3][c:4]1[n:5][n:6][c:7](-[c:9]2[c:10]([CH2:15][S:16](=[O:17])(=[O:18])[NH2:19])[cH:11][cH:12][cH:13][cH:14]2)[o:8]1>>[S:3]([c:4]1[n:5][n:6][c:7](-[c:9]2[c:10]([CH2:15][S:16](=[O:17])(=[O:18])[NH2:19])[cH:11][cH:12][cH:13][cH:14]2)[o:8]1)[CH3:20]. The reactants are 80, C=CC(=C)Cl (chloroprene), C(C(=C)C)(=O)OC (methyl methacrylate), C(CCCCCCCCCCC)S (n-dodecylmercaptan), C1=CC=CC=2SC3=CC=CC=C3NC12 (phenothiazine), S(=O)(=O)([O-])OOS(=O)(=O)[O-].[K+].[K+] (potassium persulfate), CCCCCCCCCCCCC1=CC=C(C=C1)S(=O)(=O)O.C(CO)N(CCO)CCO (triethanolammonium dodecylbenzene sulfonate), C(CCCCCCCC)C1=C(C=CC=C1)O (nonyl phenol), C1CO1 (ethylene oxide), S(=O)([O-])[O-].[Na+].[Na+] (sodium sulfite), [OH-].[K+] (potassium hydroxide). Solvent: O (water). Reaction conditions: temperature 48 celsius. The product is C=CC(=C)Cl.C(C(=C)C)(=O)OC (chloroprene methyl methacrylate). RXN SMILES: [CH2:1]=[CH:2][C:3]([Cl:5])=[CH2:4].[C:6]([O:11][CH3:12])(=[O:10])C(C)=C.C(S)CCCCCCCCCCC.CCCCCCCCCCCCC1C=CC(S(O)(=O)=O)=CC=1.C(N(CCO)CCO)CO.C(C1C=CC=CC=1O)CCCCCCCC.C1OC1.S([O-])([O-])=O.[Na+].[Na+].[OH-].[K+].S(OOS([O-])(=O)=O)([O-])(=O)=O.[K+].[K+].C1C2NC3C(=CC=CC=3)SC=2C=CC=1>O>[CH2:1]=[CH:2][C:3]([Cl:5])=[CH2:4].[C:6]([O:11][CH3:12])(=[O:10])[C:3]([CH3:2])=[CH2:4] |f:3.4,7.8.9,10.11,12.13.14,17.18|. Procedure: A chloroprene/methyl methacrylate graft copolymer was prepared as follows. A mixture of 80 parts chloroprene, 20 parts methyl methacrylate, and 0.2 parts n-dodecylmercaptan was emulsified with 110 parts water, 5 parts 60% triethanolammonium dodecylbenzene sulfonate, 1 part nonyl phenol condensed with 10 moles of ethylene oxide, 0.3 parts sodium sulfite, and 0.24 parts potassium hydroxide. Polymerization was initiated at 15° C. by addition of potassium persulfate and the temperature was maintaine... Starting materials: C1(CCCCCO1)=O (ε-caprolactone), C[C@H]1C(=O)O[C@H](C(=O)O1)C (L-lactide), OCC(O)CO (glycerol), CCCCC(CC)C(=O)[O-].CCCCC(CC)C(=O)[O-].[Sn+2] (stannous octoate). Solvent: C1(=CC=CC=C1)C (toluene). Run at temperature 160 celsius. The product is C1(CCCCCO1)=O.C[C@H]1C(=O)O[C@H](C(=O)O1)C (ε-CAPROLACTONE L-LACTIDE). As a reaction SMILES: [C:1]1(=[O:8])[O:7][CH2:6][CH2:5][CH2:4][CH2:3][CH2:2]1.[CH3:9][C@@H:10]1[O:17][C:15](=[O:16])[C@H:14]([CH3:18])[O:13][C:11]1=[O:12].OCC(CO)O.CCCCC(C([O-])=O)CC.CCCCC(C([O-])=O)CC.[Sn+2]>C1(C)C=CC=CC=1>[C:1]1(=[O:8])[O:7][CH2:6][CH2:5][CH2:4][CH2:3][CH2:2]1.[CH3:9][C@@H:10]1[O:17][C:15](=[O:16])[C@H:14]([CH3:18])[O:13][C:11]1=[O:12] |f:3.4.5,7.8|. Reported procedure: A flame dried, 250 mL, round bottom single neck flask was charged with 57.1 grams (0.50 mole) of ε-caprolactone, 72.1 grams (0.50 mole) of L-lactide, 4.00 mL (55 mmol) of distilled glycerol, and 0.10 mL (34 μmol) of a 0.33M stannous octoate solution in toluene. The flask was fitted with a flame dried mechanical stirrer. The reactor was purged with nitrogen three times before venting with nitrogen. The reaction mixture was heated to 160° C. and maintained at this temperature for about 18-20 hours... Reactants: FC(C(=O)O)(F)F.FC(C(=O)O)(F)F.FC(C(=O)O)(F)F.ClC=1C=NC=2NC=3C=NC=C(CCC4=C(C=CC(NC1N2)=C4)NC(CC4CCNCC4)=O)C3 (N-[6-Chloro-2,4,8,18,22-pentaazatetracyclo[14.3.1.1(3,7).1(9,13)]docosa-1(20),3(22),4,6,9(21),10,12,16,18-nonaen-12-yl]-2-piperidin-4-ylacetamide tris(trifluoroacetate)), N(=C=O)C1=C(C=CC=C1)OC (1-isocyanato-2-methoxybenzene). Product: FC(C(=O)O)(F)F.FC(C(=O)O)(F)F.ClC=1C=NC=2NC=3C=NC=C(CCC4=C(C=CC(NC1N2)=C4)NC(CC4CCN(CC4)C(=O)NC4=C(C=CC=C4)OC)=O)C3 (4-(2-{[6-Chloro-2,4,8,18,22-pentaazatetracyclo[14.3.1.1(3,7).1(9,13)]docosa-1(20),3(22),4,6,9(21),10,12,16,18-nonaen-12-yl]amino}-2-oxoethyl)-N-(2-methoxyphenyl)piperidine-1-carboxamide bis(trifluoroacetate)). The yield is 30.0%. Reaction SMILES: [F:1][C:2]([F:7])([F:6])[C:3]([OH:5])=[O:4].[F:8][C:9]([F:14])([F:13])[C:10]([OH:12])=[O:11].FC(F)(F)C(O)=O.[Cl:22][C:23]1[CH:24]=[N:25][C:26]2[NH:27][C:28]3[CH:29]=[N:30][CH:31]=[C:32]([CH:54]=3)[CH2:33][CH2:34][C:35]3[CH:43]=[C:39]([NH:40][C:41]=1[N:42]=2)[CH:38]=[CH:37][C:36]=3[NH:44][C:45](=[O:53])[CH2:46][CH:47]1[CH2:52][CH2:51][NH:50][CH2:49][CH2:48]1.[N:55]([C:58]1[CH:63]=[CH:62][CH:61]=[CH:60][C:59]=1[O:64][CH3:65])=[C:56]=[O:57]>>[F:1][C:2]([F:7])([F:6])[C:3]([OH:5])=[O:4].[F:8][C:9]([F:14])([F:13])[C:10]([OH:12])=[O:11].[Cl:22][C:23]1[CH:24]=[N:25][C:26]2[NH:27][C:28]3[CH:29]=[N:30][CH:31]=[C:32]([CH:54]=3)[CH2:33][CH2:34][C:35]3[CH:43]=[C:39]([NH:40][C:41]=1[N:42]=2)[CH:38]=[CH:37][C:36]=3[NH:44][C:45](=[O:53])[CH2:46][CH:47]1[CH2:52][CH2:51][N:50]([C:56]([NH:55][C:58]2[CH:63]=[CH:62][CH:61]=[CH:60][C:59]=2[O:64][CH3:65])=[O:57])[CH2:49][CH2:48]1 |f:0.1.2.3,5.6.7|. Reported procedure: The desired compound was prepared according to the procedure of Example A9, step H using N-[6-Chloro-2,4,8,18,22-pentaazatetracyclo[14.3.1.1(3,7).1(9,13)]docosa-1(20),3(22),4,6,9(21),10,12,16,18-nonaen-12-yl]-2-piperidin-4-ylacetamide tris(trifluoroacetate) and 1-isocyanato-2-methoxybenzene as starting materials in 30% yield. LCMS for C32H34ClN8O3 (M+H)+: m/z=613.2. Starting materials: Brc1ccccn1, O=C([O-])[O-], COCCOC, [K+], [K+], O=[N+]([O-])c1ccc(B(O)O)cc1, N#N, O. The product is O=[N+]([O-])c1ccc(-c2ccccn2)cc1. As a reaction SMILES: [Br:1][c:2]1[cH:3][cH:4][cH:5][cH:6][n:7]1.[C:20](=[O:21])([O-:22])[O-:23].[CH2:29]([CH2:30][O:31][CH3:32])[O:33][CH3:34].[K+:24].[K+:25].[N+:8](=[O:9])([O-:10])[c:11]1[cH:12][cH:13][c:14]([B:17]([OH:18])[OH:19])[cH:15][cH:16]1.[N:26]#[N:27].[OH2:28]>>[c:2]1(-[c:14]2[cH:13][cH:12][c:11]([N+:8](=[O:9])[O-:10])[cH:16][cH:15]2)[cH:3][cH:4][cH:5][cH:6][n:7]1. Reactants: C1CNCCN1, CSC1=Nc2ccccc2Nc2cscc21, CC(=O)O. Yields the product c1ccc2c(c1)N=C(N1CCNCC1)c1cscc1N2. As a reaction SMILES: [CH2:17]1[CH2:18][NH:19][CH2:20][CH2:21][NH:22]1.[CH3:1][S:2][C:3]1=[N:9][c:8]2[c:7]([cH:13][cH:12][cH:11][cH:10]2)[NH:6][c:5]2[c:4]1[cH:16][s:15][cH:14]2.[CH3:23][C:24](=[O:25])[OH:26]>>[C:3]1([N:19]2[CH2:18][CH2:17][NH:22][CH2:21][CH2:20]2)=[N:9][c:8]2[c:7]([cH:13][cH:12][cH:11][cH:10]2)[NH:6][c:5]2[c:4]1[cH:16][s:15][cH:14]2. Starting materials: BrC1=CC(NC=C1)=O (4-bromopyridin-2(1H)-one), O1[C@@H](C1)CN1CC2=CC=CC=C2CC1 ((R)-2-(oxiran-2-ylmethyl)-1,2,3,4-tetrahydroisoquinoline). The solvent is CCO (EtOH). Run at temperature 120 celsius. Yields the product BrC1=CC(N(C=C1)C[C@@H](CN1CC2=CC=CC=C2CC1)O)=O ((R)-4-bromo-1-(3-(3,4-dihydroisoquinolin-2(1H)-yl)-2-hydroxypropyl)pyridin-2(1H)-one). Yield: 22.8%. Reaction SMILES: [Br:1][C:2]1[CH:7]=[CH:6][NH:5][C:4](=[O:8])[CH:3]=1.[O:9]1[CH2:11][C@H:10]1[CH2:12][N:13]1[CH2:22][CH2:21][C:20]2[C:15](=[CH:16][CH:17]=[CH:18][CH:19]=2)[CH2:14]1>CCO>[Br:1][C:2]1[CH:7]=[CH:6][N:5]([CH2:11][C@H:10]([OH:9])[CH2:12][N:13]2[CH2:22][CH2:21][C:20]3[C:15](=[CH:16][CH:17]=[CH:18][CH:19]=3)[CH2:14]2)[C:4](=[O:8])[CH:3]=1. Procedure: To a solution of 4-bromopyridin-2(1H)-one (1 g, 5.747 mmol) in EtOH (3 mL) was added (R)-2-(oxiran-2-ylmethyl)-1,2,3,4-tetrahydroisoquinoline (1.087 g, 5.747 mmol). The mixture was heated under microwave conditions at 120° C. for 0.5 h and concentrated. The crude product was purified by column chromatography eluting with DCM/MeOH (10:1). (475 mg, yield 22.8%) MS (ESI+) e/z: 363.1 [M+1]+.